describe an organic reaction: reactants, conditions, products, and yield From a dataset of the Open Reaction Database (ORD), a public repository of structured organic reaction records. Solvent: O1CCCC1 (tetrahydrofuran), CN(C=O)C (N,N-dimethylformamide), O (water), C(C)(=O)OCC (ethyl acetate), O (water), O1CCCC1 (tetrahydrofuran). Yield: 64.2%. Procedure: Phosphorus oxychloride (1.7 g.), trimethylsilylacetamide (1 g.) and N,N-dimethylformamide (0.73 g.) were added to a suspension of 2-(2-aminothiazol-4-yl)-2-methoxyiminoacetic acid (syn isomer, 1.8 g.) in tetrahydrofuran (20 ml.) at 5° C. Thus obtained solution was added all at once to a solution of 4-nitrobenzyl 7-amino-3-acetoxymethylenecepham-4-carboxylate (2.9 g.) and trimethylsilylacetamide (5.4 g.) in tetrahydrofuran (30 ml) at -20° C., and the mixed solution was stirred at -10° to -15° C. ... Starting materials: P(=O)(Cl)(Cl)Cl (Phosphorus oxychloride), C[Si](C)(C)CC(=O)N (trimethylsilylacetamide), NC=1SC=C(N1)C(C(=O)O)=NOC (2-(2-aminothiazol-4-yl)-2-methoxyiminoacetic acid), resultant mixture, C([O-])(O)=O.[Na+] (sodium bicarbonate), NC1[C@@H]2N(C(C(CS2)=COC(C)=O)C(=O)OCC2=CC=C(C=C2)[N+](=O)[O-])C1=O (4-nitrobenzyl 7-amino-3-acetoxymethylenecepham-4-carboxylate), C[Si](C)(C)CC(=O)N (trimethylsilylacetamide). Yields the product NC=1SC=C(N1)C(C(=O)NC1[C@@H]2N(C(C(CS2)=COC(C)=O)C(=O)OCC2=CC=C(C=C2)[N+](=O)[O-])C1=O)=NOC (4-nitrobenzyl 7-[2-(2-aminothiazol-4-yl)-2-methoxyiminoacetamido]-3-acetoxymethylenecepham-4-carboxylate). As a reaction SMILES: P(Cl)(Cl)(Cl)=O.C[Si](CC(N)=O)(C)C.[NH2:14][C:15]1[S:16][CH:17]=[C:18]([C:20](=[N:24][O:25][CH3:26])[C:21]([OH:23])=O)[N:19]=1.[NH2:27][CH:28]1[C:53](=[O:54])[N:30]2[CH:31]([C:40]([O:42][CH2:43][C:44]3[CH:49]=[CH:48][C:47]([N+:50]([O-:52])=[O:51])=[CH:46][CH:45]=3)=[O:41])[C:32](=[CH:35][O:36][C:37](=[O:39])[CH3:38])[CH2:33][S:34][C@H:29]12.C(=O)(O)[O-].[Na+]>O1CCCC1.O.C(OCC)(=O)C.CN(C)C=O>[NH2:14][C:15]1[S:16][CH:17]=[C:18]([C:20](=[N:24][O:25][CH3:26])[C:21]([NH:27][CH:28]2[C:53](=[O:54])[N:30]3[CH:31]([C:40]([O:42][CH2:43][C:44]4[CH:49]=[CH:48][C:47]([N+:50]([O-:52])=[O:51])=[CH:46][CH:45]=4)=[O:41])[C:32](=[CH:35][O:36][C:37](=[O:39])[CH3:38])[CH2:33][S:34][C@H:29]23)=[O:23])[N:19]=1 |f:4.5|. The reactants are Cn1cc(C2=C(c3cccc(SCC4COC(C)(C)O4)c3)C(=O)NC2=O)c2ccccc21, CO, O, Cc1ccccc1S(=O)(=O)O. The product is Cn1cc(C2=C(c3cccc(SCC(O)CO)c3)C(=O)NC2=O)c2ccccc21. As a reaction SMILES: [CH3:12][n:13]1[cH:14][c:15]([C:22]2=[C:26]([c:27]3[cH:28][c:29]([S:33][CH2:34][CH:35]4[O:36][C:37]([CH3:40])([CH3:41])[O:38][CH2:39]4)[cH:30][cH:31][cH:32]3)[C:25](=[O:42])[NH:24][C:23]2=[O:43])[c:16]2[cH:17][cH:18][cH:19][cH:20][c:21]12.[CH3:44][OH:45].[OH2:46].[c:1]1([CH3:2])[c:3]([S:4]([OH:5])(=[O:6])=[O:7])[cH:8][cH:9][cH:10][cH:11]1>>[CH3:12][n:13]1[cH:14][c:15]([C:22]2=[C:26]([c:27]3[cH:28][c:29]([S:33][CH2:34][CH:35]([OH:36])[CH2:39][OH:38])[cH:30][cH:31][cH:32]3)[C:25](=[O:42])[NH:24][C:23]2=[O:43])[c:16]2[cH:17][cH:18][cH:19][cH:20][c:21]12. Reactants: Cc1c([N+](=O)[O-])ccnc1CSc1nc2cc3c(cc2[nH]1)OCO3, CO, CC(=O)O. The product is COc1ccnc(CSc2nc3cc4c(cc3[nH]2)OCO4)c1C. As a reaction SMILES: [CH3:1][c:2]1[c:3]([CH2:11][S:12][c:13]2[nH:14][c:15]3[c:16]([n:17]2)[cH:18][c:19]2[c:20]([cH:21]3)[O:22][CH2:23][O:24]2)[n:4][cH:5][cH:6][c:7]1[N+:8]([O-:9])=[O:10].[CH3:25][OH:26].[CH3:27][C:28](=[O:29])[OH:30]>>[CH3:1][c:2]1[c:3]([CH2:11][S:12][c:13]2[nH:14][c:15]3[c:16]([n:17]2)[cH:18][c:19]2[c:20]([cH:21]3)[O:22][CH2:23][O:24]2)[n:4][cH:5][cH:6][c:7]1[O:26][CH3:25]. Reactants: C(C)(=O)O (Acetic acid), FC(C=1C=C(C(=O)NCC(=O)N[C@H]2CNCC2)C=CC1)(F)F ((R)-3-[N-[3-(trifluoromethyl)benzoyl]glycyl]aminopyrrolidine), C(CCC)C1=CC=C(C=O)C=C1 (4-butylbenzaldehyde), [BH3-]C#N.[Na+] (NaBH3CN). The solvent is CO (methanol). Run at temperature 60 celsius, time 12 hour. Product: C(CCC)C1=CC=C(CN2C[C@@H](CC2)NC(CNC(C2=CC(=CC=C2)C(F)(F)F)=O)=O)C=C1 ((R)-1-(4-butylbenzyl)-3-[[N-(3-trifluoromethylbenzoyl)glycyl]amino]pyrrolidine). As a reaction SMILES: C(O)(=O)C.[F:5][C:6]([F:26])([F:25])[C:7]1[CH:8]=[C:9]([CH:22]=[CH:23][CH:24]=1)[C:10]([NH:12][CH2:13][C:14]([NH:16][C@@H:17]1[CH2:21][CH2:20][NH:19][CH2:18]1)=[O:15])=[O:11].[CH2:27]([C:31]1[CH:38]=[CH:37][C:34]([CH:35]=O)=[CH:33][CH:32]=1)[CH2:28][CH2:29][CH3:30].[BH3-]C#N.[Na+]>CO>[CH2:27]([C:31]1[CH:32]=[CH:33][C:34]([CH2:35][N:19]2[CH2:20][CH2:21][C@@H:17]([NH:16][C:14](=[O:15])[CH2:13][NH:12][C:10](=[O:11])[C:9]3[CH:22]=[CH:23][CH:24]=[C:7]([C:6]([F:5])([F:25])[F:26])[CH:8]=3)[CH2:18]2)=[CH:37][CH:38]=1)[CH2:28][CH2:29][CH3:30] |f:3.4|. Procedure: Acetic acid (0.060 mL) was added to a mixture of (R)-3-[N-[3-(trifluoromethyl)benzoyl]glycyl]aminopyrrolidine (0.050 mL) with 4-butylbenzaldehyde (0.18 mmol), NaBH3CN (0.23 mmol) and methanol (1.85 mL). The resulting reaction mixture was stirred at 60° C. for 12 hours, cooled to room temperature, loaded onto a Varian™ SCX column and washed with methanol (15 mL). The obtained crude product was eluted with a solution of 2 M NH3 in methanol (5 mL) and concentrated to thereby afford (R)-1-(4-butylbe... The reactants are C(C)OC(/C=C/C1N(CC2=CC=CC=C2C1)C(=O)OC(C)(C)C)=O ((E)-tert-butyl 3-(3-ethoxy-3-oxoprop-1-enyl)-3,4-dihydroisoquinoline-2(1H)-carboxylate). The reagents and catalysts are [Pd] (Pd/C). Solvent: C(C)O (ethanol). Run at time 4 hour. Product: C(C)(C)(C)OC(=O)N1CC2=CC=CC=C2CC1CCC(=O)O (3-(2-(tert-butoxycarbonyl)-1,2,3,4-tetrahydroisoquinolin-3-yl)propanoic acid). The yield is 95.9%. RXN SMILES: C([O:3][C:4](=[O:24])/[CH:5]=[CH:6]/[CH:7]1[CH2:16][C:15]2[C:10](=[CH:11][CH:12]=[CH:13][CH:14]=2)[CH2:9][N:8]1[C:17]([O:19][C:20]([CH3:23])([CH3:22])[CH3:21])=[O:18])C>C(O)C.[Pd]>[C:20]([O:19][C:17]([N:8]1[CH:7]([CH2:6][CH2:5][C:4]([OH:24])=[O:3])[CH2:16][C:15]2[C:10](=[CH:11][CH:12]=[CH:13][CH:14]=2)[CH2:9]1)=[O:18])([CH3:23])([CH3:21])[CH3:22]. Procedure: A solution of (E)-tert-butyl 3-(3-ethoxy-3-oxoprop-1-enyl)-3,4-dihydroisoquinoline-2(1H)-carboxylate (8.7 g, 26.3 mmol) and Pd/C (cat) in ethanol (150 mL, 0.18 M) was evacuated to remove air then treated with hydrogen via a balloon. After stirring for 4 h, 3 M sodium hydroxide was added to adjust the solution to pH 11 and the mixture was stirred overnight. The resulting solution was filtered, concentrated, acidified to pH 2 and extracted with ethyl acetate. The organic layer was dried over MgSO4... Starting materials: ClC=1N=C(C2=C(N1)C(=NC=N2)SC)N(CC2=CC=CC=C2)C (2-chloro-4-(N-benzyl-methylamino)-8-methylthio-pyrimido[5,4-d]pyrimidine), N1CCNCC1 (piperazine). Solvent: CS(=O)C (dimethylsulphoxide). Product: C(C1=CC=CC=C1)N(C=1C2=C(N=C(N1)N1CCNCC1)C(=NC=N2)SC)C (4-(N-Benzyl-methylamino)-8-methylthio-2-piperazinopyrimido[5,4-d]pyrimidine). RXN SMILES: Cl[C:2]1[N:3]=[C:4]([N:14]([CH3:22])[CH2:15][C:16]2[CH:21]=[CH:20][CH:19]=[CH:18][CH:17]=2)[C:5]2[N:11]=[CH:10][N:9]=[C:8]([S:12][CH3:13])[C:6]=2[N:7]=1.[NH:23]1[CH2:28][CH2:27][NH:26][CH2:25][CH2:24]1>CS(C)=O>[CH2:15]([N:14]([CH3:22])[C:4]1[C:5]2[N:11]=[CH:10][N:9]=[C:8]([S:12][CH3:13])[C:6]=2[N:7]=[C:2]([N:23]2[CH2:28][CH2:27][NH:26][CH2:25][CH2:24]2)[N:3]=1)[C:16]1[CH:21]=[CH:20][CH:19]=[CH:18][CH:17]=1. Procedure details: Prepared analogously to Example 2 from 2-chloro-4-(N-benzyl-methylamino)-8-methylthio-pyrimido[5,4-d]pyrimidine and piperazine in dimethylsulphoxide. Starting materials: O (water), ClN1C(CCC1=O)=O (N-chlorosuccinimide), ClC1=C(C=CC(=C1C)Cl)S(=O)(=O)Cl (2,4-dichloro-3-methylbenzenesulfonyl chloride). The reagents and catalysts are C(C1=CC=CC=C1)(=O)OOC(C1=CC=CC=C1)=O (benzoyl peroxide). Run in ClC(C(Cl)Cl)Cl (1,1,2,2-tetrachloroethane). Run at temperature 120 celsius. Yields the product ClCC=1C(=C(C=CC1Cl)S(=O)(=O)Cl)Cl (3-Chloromethyl-2,4-dichlorobenzenesulfonyl chloride), crystals. The yield is 11.5%. As a reaction SMILES: [Cl:1]N1C(=O)CCC1=O.[Cl:9][C:10]1[C:15]([CH3:16])=[C:14]([Cl:17])[CH:13]=[CH:12][C:11]=1[S:18]([Cl:21])(=[O:20])=[O:19].O>ClC(Cl)C(Cl)Cl.C(OOC(=O)C1C=CC=CC=1)(=O)C1C=CC=CC=1>[Cl:1][CH2:16][C:15]1[C:10]([Cl:9])=[C:11]([S:18]([Cl:21])(=[O:20])=[O:19])[CH:12]=[CH:13][C:14]=1[Cl:17]. Procedure: 10 g (0.075 mol) of N-chlorosuccinimide and 30 mg of benzoyl peroxide are added to a solution of 6.5 g (0.025 mol) of 2,4-dichloro-3-methylbenzenesulfonyl chloride in 30 ml of 1,1,2,2-tetrachloroethane at room temperature and under a nitrogen atmosphere. The reaction mixture is heated at 120° C. for 3 hours, cooled to room temperature, poured into water and then extracted with dichloromethane. The organic phase is washed with water, with saturated sodium bicarbonate solution and finally with wat... Procedure details: substituting 1-[2-(2,2,2-trifluoroethoxy)phenyl]piperazine and 2-(3-chloropropyl)-6-methyl-4-[2-(trimethylsilyl)ethoxymethyl]-1,2,4-triazine-3,5(2H,4H)-dione gave 2-(3-{4-[2-(2,2,2-trifluoroethoxy)phenyl]piperazin-1-yl}propyl)-6-methyl-4-[2-(trimethylsilyl)ethoxymethyl]-1,2,4-triazine-3,5(2H,4H)-dione; Starting materials: FC(COC1=C(C=CC=C1)N1CCNCC1)(F)F (1-[2-(2,2,2-trifluoroethoxy)phenyl]piperazine), ClCCCN1N=C(C(N(C1=O)COCC[Si](C)(C)C)=O)C (2-(3-chloropropyl)-6-methyl-4-[2-(trimethylsilyl)ethoxymethyl]-1,2,4-triazine-3,5(2H,4H)-dione). As a reaction SMILES: [F:1][C:2]([F:18])([F:17])[CH2:3][O:4][C:5]1[CH:10]=[CH:9][CH:8]=[CH:7][C:6]=1[N:11]1[CH2:16][CH2:15][NH:14][CH2:13][CH2:12]1.Cl[CH2:20][CH2:21][CH2:22][N:23]1[C:28](=[O:29])[N:27]([CH2:30][O:31][CH2:32][CH2:33][Si:34]([CH3:37])([CH3:36])[CH3:35])[C:26](=[O:38])[C:25]([CH3:39])=[N:24]1>>[F:18][C:2]([F:1])([F:17])[CH2:3][O:4][C:5]1[CH:10]=[CH:9][CH:8]=[CH:7][C:6]=1[N:11]1[CH2:16][CH2:15][N:14]([CH2:20][CH2:21][CH2:22][N:23]2[C:28](=[O:29])[N:27]([CH2:30][O:31][CH2:32][CH2:33][Si:34]([CH3:35])([CH3:37])[CH3:36])[C:26](=[O:38])[C:25]([CH3:39])=[N:24]2)[CH2:13][CH2:12]1. The product is FC(COC1=C(C=CC=C1)N1CCN(CC1)CCCN1N=C(C(N(C1=O)COCC[Si](C)(C)C)=O)C)(F)F (2-(3-{4-[2-(2,2,2-trifluoroethoxy)phenyl]piperazin-1-yl}propyl)-6-methyl-4-[2-(trimethylsilyl)ethoxymethyl]-1,2,4-triazine-3,5(2H,4H)-dione). The reactants are C(N)(=O)C1(C2=CC=CC=C2C=2C=CC=CC12)CCC(CC)=O (9-carbamoyl-9-(3-oxopentyl)fluorene), [H][H] (hydrogen), C(C)(C)N (isopropylamine). Reagents/catalysts: [Pd] (palladium on charcoal). The solvent is CO (methanol). The product is C(N)(=O)C1(C2=CC=CC=C2C=2C=CC=CC12)CCC(CC)NC(C)C (9-Carbamoyl-9-(3-isopropylaminopentyl)fluorene). Reaction SMILES: [C:1]([C:4]1([CH2:17][CH2:18][C:19](=O)[CH2:20][CH3:21])[C:16]2[CH:15]=[CH:14][CH:13]=[CH:12][C:11]=2[C:10]2[C:5]1=[CH:6][CH:7]=[CH:8][CH:9]=2)(=[O:3])[NH2:2].[CH:23]([NH2:26])([CH3:25])[CH3:24].[H][H]>[Pd].CO>[C:1]([C:4]1([CH2:17][CH2:18][CH:19]([NH:26][CH:23]([CH3:25])[CH3:24])[CH2:20][CH3:21])[C:16]2[CH:15]=[CH:14][CH:13]=[CH:12][C:11]=2[C:10]2[C:5]1=[CH:6][CH:7]=[CH:8][CH:9]=2)(=[O:3])[NH2:2]. Procedure details: A mixture of 14.6 g. of 9-carbamoyl-9-(3-oxopentyl)fluorene from Example 7 and 14.8 g. of isopropylamine in 100 ml. of methanol containing 3.7 g. of 5% palladium on charcoal was heated at 80° C. for eight hours at 750 psi hydrogen. The reaction mixture was cooled, filtered and concentrated to a volume of about 25 ml. The product was added to ethyl acetate and diethyl ether. The organic solution was extracted with 6N hydrochloric acid. The acidic extracts were combined, cooled in ice and made alk... Starting materials: C(C(=O)[O-])(=O)Cl (chlorooxalate), C(C)(=O)C1=C(C(=C(OCCCOC=2C=C(N)C=CC2)C=C1)CCC(F)(F)F)OC (3-{3-[4-acetyl-3-methoxy-2-(3,3,3-trifluoropropyl)-phenoxy]-propoxy}-aniline), N(CCO)(CCO)CCO (triethanolamine). Run in C(Cl)Cl (methylene chloride), C(Cl)Cl (methylene chloride). Reaction conditions: time 5 hour. The product is C(C)(=O)C1=C(C(=C(OCCCOC=2C=C(C=CC2)NC(C(=O)OC)=O)C=C1)CCC(F)(F)F)OC (methyl N-{{3-{3-[4-acetyl-3-methoxy-2-(3,3,3-trifluoropropyl)-phenoxy]-propoxy}-phenyl}}-oxamate). As a reaction SMILES: [C:1](Cl)(=[O:5])[C:2]([O-:4])=[O:3].[C:7]([C:10]1[CH:27]=[CH:26][C:13]([O:14][CH2:15][CH2:16][CH2:17][O:18][C:19]2[CH:20]=[C:21]([CH:23]=[CH:24][CH:25]=2)[NH2:22])=[C:12]([CH2:28][CH2:29][C:30]([F:33])([F:32])[F:31])[C:11]=1[O:34][CH3:35])(=[O:9])[CH3:8].N(CCO)(CCO)[CH2:37]CO>C(Cl)Cl>[C:7]([C:10]1[CH:27]=[CH:26][C:13]([O:14][CH2:15][CH2:16][CH2:17][O:18][C:19]2[CH:20]=[C:21]([NH:22][C:1](=[O:5])[C:2]([O:4][CH3:37])=[O:3])[CH:23]=[CH:24][CH:25]=2)=[C:12]([CH2:28][CH2:29][C:30]([F:31])([F:33])[F:32])[C:11]=1[O:34][CH3:35])(=[O:9])[CH3:8]. Procedure details: A solution of 3.45 ml of metjhyl chlorooxalate in 10 ml of methylene chloride is added dropwise to a solution of 9.2 g of 3-{3-[4-acetyl-3-methoxy-2-(3,3,3-trifluoropropyl)-phenoxy]-propoxy}-aniline and 4.3 ml of triethanolamine in 90 ml of methylene chloride in the course of 10 minutes. After stirring at room temperature for 5 hours, the mixture is poured onto water and extracted with methylene chloride. Evaporation of the extracts and recrystallisation of the residue from ether gives methyl N-...